Dataset: the Open Reaction Database (ORD), a public repository of structured organic reaction records. Task: describe an organic reaction: reactants, conditions, products, and yield The reactants are ClC=1C=C(C=CC1F)C1CCC2(OCCO2)CC1 (8-(3-chloro-4-fluorophenyl)-1,4-dioxaspiro[4.5]decane), S(O)(O)(=O)=O (sulfuric acid). Run in CCOC(=O)C (EtOAc), CC(=O)C (acetone). Conditions: time 18 hour. The product is ClC=1C=C(C=CC1F)C1CCC(CC1)=O (4-(3-chloro-4-fluorophenyl)cyclohexanone). As a reaction SMILES: [Cl:1][C:2]1[CH:3]=[C:4]([CH:9]2[CH2:18][CH2:17][C:12]3(OCC[O:13]3)[CH2:11][CH2:10]2)[CH:5]=[CH:6][C:7]=1[F:8].S(=O)(=O)(O)O>CC(C)=O.CCOC(C)=O>[Cl:1][C:2]1[CH:3]=[C:4]([CH:9]2[CH2:10][CH2:11][C:12](=[O:13])[CH2:17][CH2:18]2)[CH:5]=[CH:6][C:7]=1[F:8]. Reported procedure: To a solution of 8-(3-chloro-4-fluorophenyl)-1,4-dioxaspiro[4.5]decane (401.7 mg, 1.484 mmol) in acetone (6 ml) was added 1M sulfuric acid (24 ml, 24 mmol). The reaction was stirred vigorously at room temperature for 18 hours, and then diluted with EtOAc (100 mL) and washed with water (3×50 mL), saturated NaHCO3 (2×50 mL), and brine (2×50 mL). The organic layer was dried (Na2SO4), filtered, and concentrated to afford 4-(3-chloro-4-fluorophenyl)cyclohexanone. 1H NMR (500 MHz, CDCl3): δ 7.06-7.28 ... The solvent is C(C)(=O)OCC (ethyl acetate), CO (methanol). The product is ClCC(/C(/C(=O)NC1[C@@H]2N(C(=C(CS2)COC)C(=O)O)C1=O)=N/OC)=O (7-[4-Chloro-3-oxo-(Z)-2-methoxyiminobutyrylamino]-3-methoxymethyl-3-cephem-4-carboxylic acid). Conditions: temperature 65 celsius, time 1 hour. Yield: 68.4%. The reactants are ice water, Cl (hydrochloric acid), C(C)(=O)OCC=1CS[C@H]2N(C1C(=O)O)C(C2NC(\C(\C(CCl)=O)=N/OC)=O)=O (3-acetoxymethyl-7-[4-chloro-3-oxo-(Z)-2-methoxyiminobutyrylamino]-3-cephem-4-carboxylic acid), C(O)([O-])=O.[Na+] (sodium hydrogen carbonate), [Cl-].[Ca+2].[Cl-] (calcium chloride). Reported procedure: 500 mg of 3-acetoxymethyl-7-[4-chloro-3-oxo-(Z)-2-methoxyiminobutyrylamino]-3-cephem-4-carboxylic acid and 150 mg of sodium hydrogen carbonate were dissolved in 5 ml of 67% v/v aqueous methanol, and 5 g of anhydrous calcium chloride were added thereto. The resulting mixture was stirred at 65° C. for 1 hour, after which 30 ml of ice-water and 50 ml of ethyl acetate were added to the reaction mixture. The mixture was then acidified with hydrochloric acid and the aqueous phase was separated. The aq... As a reaction SMILES: [C:1]([O:4][CH2:5][C:6]1[CH2:7][S:8][C@@H:9]2[CH:16]([NH:17][C:18](=[O:27])/[C:19](=[N:24]\[O:25][CH3:26])/[C:20](=[O:23])[CH2:21][Cl:22])[C:15](=[O:28])[N:10]2[C:11]=1[C:12]([OH:14])=[O:13])(=O)C.C(=O)([O-])O.[Na+].[Cl-].[Ca+2].[Cl-].Cl>CO.C(OCC)(=O)C>[Cl:22][CH2:21][C:20](=[O:23])/[C:19](=[N:24]/[O:25][CH3:26])/[C:18]([NH:17][CH:16]1[C:15](=[O:28])[N:10]2[C:11]([C:12]([OH:14])=[O:13])=[C:6]([CH2:5][O:4][CH3:1])[CH2:7][S:8][C@H:9]12)=[O:27] |f:1.2,3.4.5|. The reactants are ClC1=C(C(=NC=N1)NCCN1CCC(CC1)CC1=NC2=C(N1CC1=CC=C(C=C1)F)C=CC=C2)N (6-chloro-N4 -[2-[4-[[1-[(4-fluorophenyl)methyl]-1H-benzimidazol-2-yl]methyl]-1-piperidinyl]ethyl]-4,5-pyrimidinediamine), NC(=O)N (urea). The solvent is O (Water). Conditions: temperature 220 celsius. Yields the product ClC1=C2N=C(N(C2=NC=N1)CCN1CCC(CC1)CC1=NC2=C(N1CC1=CC=C(C=C1)F)C=CC=C2)O (6-chloro-9-[2-[4-[[1-[(4-fluorophenyl)methyl]-1H-benzimidazol-2-yl]methyl]-1-piperidinyl]ethyl]-9H-purin-8-ol). Yield: 32.0%. As a reaction SMILES: [Cl:1][C:2]1[N:7]=[CH:6][N:5]=[C:4]([NH:8][CH2:9][CH2:10][N:11]2[CH2:16][CH2:15][CH:14]([CH2:17][C:18]3[N:22]([CH2:23][C:24]4[CH:29]=[CH:28][C:27]([F:30])=[CH:26][CH:25]=4)[C:21]4[CH:31]=[CH:32][CH:33]=[CH:34][C:20]=4[N:19]=3)[CH2:13][CH2:12]2)[C:3]=1[NH2:35].N[C:37](N)=[O:38]>O>[Cl:1][C:2]1[N:7]=[CH:6][N:5]=[C:4]2[C:3]=1[N:35]=[C:37]([OH:38])[N:8]2[CH2:9][CH2:10][N:11]1[CH2:12][CH2:13][CH:14]([CH2:17][C:18]2[N:22]([CH2:23][C:24]3[CH:25]=[CH:26][C:27]([F:30])=[CH:28][CH:29]=3)[C:21]3[CH:31]=[CH:32][CH:33]=[CH:34][C:20]=3[N:19]=2)[CH2:15][CH2:16]1. Reported procedure: A mixture of 7.5 parts of 6-chloro-N4 -[2-[4-[[1-[(4-fluorophenyl)methyl]-1H-benzimidazol-2-yl]methyl]-1-piperidinyl]ethyl]-4,5-pyrimidinediamine and 3.6 parts of urea was stirred and heated for 20 minutes at 220° C. Water was added to the reaction mixture. The precipitated product was filtered off and crystallized from methanol. The product was filtered off and recrystallized from a mixture of N,N-dimethylformamide and methanol, yielding 2.5 parts (32%) of 6-chloro-9-[2-[4-[[1-[(4-fluorophenyl)... Reactants: S1C(=CC=C1)C1=CC=C(C=C1)O (4-(2-thienyl)phenol), ClCC#N (chloroacetonitrile), C([O-])([O-])=O.[K+].[K+] (potassium carbonate). Reaction conditions: time 5 hour. The product is C(#N)COC1=CC=C(C=C1)C=1SC=CC1 (2-(4-cyanomethoxyphenyl)thiophene). Reported procedure: A mixture of 4-(2-thienyl)phenol (1.30 g), chloroacetonitrile (668 mg) and potassium carbonate (1.53 g) in DMF (7 ml) was stirred for 5 hours at ambient temperature. The mixture was diluted with H2O and the separated solid was recovered to give 1.45 g of 2-(4-cyanomethoxyphenyl)thiophene. Run in CN(C)C=O (DMF), O (H2O). RXN SMILES: [S:1]1[CH:5]=[CH:4][CH:3]=[C:2]1[C:6]1[CH:11]=[CH:10][C:9]([OH:12])=[CH:8][CH:7]=1.Cl[CH2:14][C:15]#[N:16].C(=O)([O-])[O-].[K+].[K+]>CN(C=O)C.O>[C:15]([CH2:14][O:12][C:9]1[CH:10]=[CH:11][C:6]([C:2]2[S:1][CH:5]=[CH:4][CH:3]=2)=[CH:7][CH:8]=1)#[N:16] |f:2.3.4|. Yield: 91.3%. Starting materials: CCOC(=O)c1cnc(N)c2c(COc3cc(-c4nc(C)no4)ccc3C)csc12, CO, [Na+], C1CCOC1, [OH-]. Product: Cc1noc(-c2ccc(C)c(OCc3csc4c(C(=O)O)cnc(N)c34)c2)n1. Reaction SMILES: [CH2:3]([CH3:4])[O:5][C:6](=[O:7])[c:8]1[c:9]2[c:10]([c:11]([NH2:14])[n:12][cH:13]1)[c:15]([CH2:18][O:19][c:20]1[c:21]([CH3:32])[cH:22][cH:23][c:24](-[c:26]3[n:27][c:28]([CH3:31])[n:29][o:30]3)[cH:25]1)[cH:16][s:17]2.[CH3:33][OH:34].[Na+:2].[O:35]1[CH2:36][CH2:37][CH2:38][CH2:39]1.[OH-:1]>>[O:5]=[C:6]([OH:7])[c:8]1[c:9]2[c:10]([c:11]([NH2:14])[n:12][cH:13]1)[c:15]([CH2:18][O:19][c:20]1[c:21]([CH3:32])[cH:22][cH:23][c:24](-[c:26]3[n:27][c:28]([CH3:31])[n:29][o:30]3)[cH:25]1)[cH:16][s:17]2. Starting materials: C(C1=CC=CC=C1)NC1=CC(=C(C(=O)OC)C=C1F)Br (methyl 4-(benzylamino)-2-bromo-5-fluorobenzoate), [H][H] (hydrogen). The reagents and catalysts are [Pd] (palladium on charcoal). Run in C(C)(=O)O (acetic acid), CO (methanol). Product: NC1=CC(=C(C(=O)OC)C=C1F)Br (Methyl 4-amino-2-bromo-5-fluorobenzoate). The yield is 73.8%. RXN SMILES: C([NH:8][C:9]1[C:18]([F:19])=[CH:17][C:12]([C:13]([O:15][CH3:16])=[O:14])=[C:11]([Br:20])[CH:10]=1)C1C=CC=CC=1.[H][H]>C(O)(=O)C.[Pd].CO>[NH2:8][C:9]1[C:18]([F:19])=[CH:17][C:12]([C:13]([O:15][CH3:16])=[O:14])=[C:11]([Br:20])[CH:10]=1. Reported procedure: A suspension of the methyl 4-(benzylamino)-2-bromo-5-fluorobenzoate (2.4 g, 7.10 mmol) in acetic acid was treated with 10% palladium on charcoal (250 mg) and stirred at room temperature under 2 bar hydrogen for 18 hours. The reaction mixture was then diluted with methanol, filtered through celite and evaporated to low volume. The residue was suspended in water (50 mL) and basified with 5% sodium carbonate solution then was extracted with ethyl acetate (2×). The combined organic phases were dried... Product: CCOC(=O)C(=CC=C(C(=O)OCC)N(C)C)SCc1ccc(C(F)(F)F)cc1. Starting materials: F[B-](F)(F)F, CCOC(=O)C(=CC=C(C(=S)OCC)N(C)C)c1ccccc1, CCOC(=O)C(=CC=[N+](C)C)N(C)C, CCO, CCOC(=O)CSCc1ccc(C(F)(F)F)cc1. As a reaction SMILES: [B-:24]([F:25])([F:26])([F:27])[F:28].[CH3:1][N:2]([CH3:3])[C:4](=[CH:5][CH:6]=[C:7]([c:8]1[cH:9][cH:10][cH:11][cH:12][cH:13]1)[C:14]([O:15][CH2:16][CH3:17])=[O:18])[C:19]([O:20][CH2:21][CH3:22])=[S:23].[CH3:29][N:30]([C:31](=[CH:32][CH:33]=[N+:34]([CH3:35])[CH3:36])[C:37](=[O:38])[O:39][CH2:40][CH3:41])[CH3:42].[CH3:61][CH2:62][OH:63].[F:43][C:44]([c:45]1[cH:46][cH:47][c:48]([CH2:49][S:50][CH2:51][C:52](=[O:53])[O:54][CH2:55][CH3:56])[cH:57][cH:58]1)([F:59])[F:60]>>[CH3:29][N:30]([C:31](=[CH:32][CH:33]=[C:51]([S:50][CH2:49][c:48]1[cH:47][cH:46][c:45]([C:44]([F:43])([F:59])[F:60])[cH:58][cH:57]1)[C:52](=[O:53])[O:54][CH2:55][CH3:56])[C:37](=[O:38])[O:39][CH2:40][CH3:41])[CH3:42].